This data is from the Open Reaction Database (ORD), a public repository of structured organic reaction records. The task is: describe an organic reaction: reactants, conditions, products, and yield Starting materials: ClC1=C(C=CC=C1Cl)[N+](=O)[O-] (2,3-dichloronitrobenzene), SC(C(=O)OC)C(C)C (methyl 2-mercapto-3-methybutyrate), C([O-])([O-])=O.[K+].[K+] (potassium carbonate), CN(C=O)C (N,N-dimethylformamide). Solvent: O (water). Run at time 5 hour. Yields the product ClC1=C(C(=CC=C1)[N+](=O)[O-])SC(C(=O)OC)C(C)C (methyl 2-(2-chloro-6-nitrophenylthio)-3-methylbutyrate). As a reaction SMILES: Cl[C:2]1[C:7]([Cl:8])=[CH:6][CH:5]=[CH:4][C:3]=1[N+:9]([O-:11])=[O:10].[SH:12][CH:13]([CH:18]([CH3:20])[CH3:19])[C:14]([O:16][CH3:17])=[O:15].C(=O)([O-])[O-].[K+].[K+].CN(C)C=O>O>[Cl:8][C:7]1[CH:6]=[CH:5][CH:4]=[C:3]([N+:9]([O-:11])=[O:10])[C:2]=1[S:12][CH:13]([CH:18]([CH3:20])[CH3:19])[C:14]([O:16][CH3:17])=[O:15] |f:2.3.4|. Reported procedure: A mixture of 2,3-dichloronitrobenzene (3.84 g), methyl 2-mercapto-3-methybutyrate (2.96 g), potassium carbonate (2.37 g), and N,N-dimethylformamide (40 ml) was stirred at room temperature for 5 hours, diluted with water and extracted with ethyl acetate. The ethyl acetate layer was washed with water and dried (MgSO4), from which the solvent was evaporated off, to give quantitatively methyl 2-(2-chloro-6-nitrophenylthio)-3-methylbutyrate as an oil. Reactants: CN1CCC(C(=O)O)CC1, O=C(Cl)C(=O)Cl, ClCCl, Nc1cncc(Br)c1, CN(C)C=O. Product: CN1CCC(C(=O)Nc2cncc(Br)c2)CC1. RXN SMILES: [CH3:12][N:13]1[CH2:14][CH2:15][CH:16]([C:19](=[O:20])[OH:21])[CH2:17][CH2:18]1.[Cl:1][C:2]([C:3]([Cl:4])=[O:5])=[O:6].[Cl:30][CH2:31][Cl:32].[NH2:22][c:23]1[cH:24][n:25][cH:26][c:27]([Br:29])[cH:28]1.[O:7]=[CH:8][N:9]([CH3:10])[CH3:11]>>[CH3:12][N:13]1[CH2:14][CH2:15][CH:16]([C:19](=[O:21])[NH:22][c:23]2[cH:24][n:25][cH:26][c:27]([Br:29])[cH:28]2)[CH2:17][CH2:18]1. Starting materials: C1=CC(=CC(=C1)Cl)C(=O)OO (mCPBA), C(C1=CC=CC=C1)O[C@H]1C(SC2=CC=CC=C2)O[C@@H]([C@H]([C@@H]1OCC1=CC=CC=C1)OCC1=CC=CC=C1)COCC1=CC=CC=C1 (Phenyl 2,3,4,6-tetra-O-benzyl-1-thio-D-glucopyranoside). The solvent is ClCCl (dichloromethane), ClCCl (dichloromethane). Reaction conditions: temperature -30 celsius. The product is sulfoxide, C(C1=CC=CC=C1)O[C@H]1C(S(C2=CC=CC=C2)=O)O[C@@H]([C@H]([C@@H]1OCC1=CC=CC=C1)OCC1=CC=CC=C1)COCC1=CC=CC=C1 (Phenyl 2,3,4,6-tetra-O-benzyl-1-thio-D-glucopyranoside S-oxide). Isolated yield 97.9%. RXN SMILES: [CH2:1]([O:8][C@@H:9]1[C@@H:21]([O:22][CH2:23][C:24]2[CH:29]=[CH:28][CH:27]=[CH:26][CH:25]=2)[C@H:20]([O:30][CH2:31][C:32]2[CH:37]=[CH:36][CH:35]=[CH:34][CH:33]=2)[C@@H:19]([CH2:38][O:39][CH2:40][C:41]2[CH:46]=[CH:45][CH:44]=[CH:43][CH:42]=2)[O:18][CH:10]1[S:11][C:12]1[CH:17]=[CH:16][CH:15]=[CH:14][CH:13]=1)[C:2]1[CH:7]=[CH:6][CH:5]=[CH:4][CH:3]=1.C1C=C(Cl)C=C(C(OO)=[O:55])C=1>ClCCl>[CH2:1]([O:8][C@@H:9]1[C@@H:21]([O:22][CH2:23][C:24]2[CH:29]=[CH:28][CH:27]=[CH:26][CH:25]=2)[C@H:20]([O:30][CH2:31][C:32]2[CH:33]=[CH:34][CH:35]=[CH:36][CH:37]=2)[C@@H:19]([CH2:38][O:39][CH2:40][C:41]2[CH:42]=[CH:43][CH:44]=[CH:45][CH:46]=2)[O:18][CH:10]1[S:11](=[O:55])[C:12]1[CH:13]=[CH:14][CH:15]=[CH:16][CH:17]=1)[C:2]1[CH:7]=[CH:6][CH:5]=[CH:4][CH:3]=1. Reported procedure: To a stirred cooled (-78° C.) solution of 3 (130 g, 0.2 mol) in dichloromethane (400 mL) is added dropwise over a period of 20 min a solution of mCPBA (74%, 58.31 g, 0.25 mol) in dichloromethane (300 mL). The mixture is stirred and allowed to warm up to -30° C. The mixture is then filtered. The filtrate is washed with saturated aqueous sodium bisulfite (2×300 mL), sodium bicarbonate (2×400 mL), brine (400 mL) and water (2×400 mL). The organic layer is dried (Na2SO4) and concentrated. Flash chrom... The reactants are C(C(=O)O)(=O)O (oxalic acid), ethanolic solution, Cl (hydrogen chloride), C1C(CC2=CC=CC=C12)=O (2-Indanone), C(C)(C)(C)OC([C@@H](NC(CN)=O)CC1=CC=CC=C1)=O (glycyl-L-phenylalanine tert-butyl ester), C(#N)[BH3-].[Na+] (sodium cyanoborohydride), P(O)(O)(O)=O (phosphoric acid). Solvent: C(C)O (ethanol), CCOCC (ether), CO (methanol), CO (methanol). Run at time 8 hour. Product: C(C(=O)O)(=O)O.C(C)(C)(C)OC([C@@H](NC(CNC1CC2=CC=CC=C2C1)=O)CC1=CC=CC=C1)=O (N-(2-indanyl)glycyl-L-phenylalanine tert-butyl ester oxalate). Yield: 50.2%. RXN SMILES: [CH2:1]1[C:9]2[C:4](=[CH:5][CH:6]=[CH:7][CH:8]=2)[CH2:3][C:2]1=O.[C:11]([O:15][C:16](=[O:30])[C@H:17]([CH2:23][C:24]1[CH:29]=[CH:28][CH:27]=[CH:26][CH:25]=1)[NH:18][C:19](=[O:22])[CH2:20][NH2:21])([CH3:14])([CH3:13])[CH3:12].C([BH3-])#N.[Na+].Cl.P(=O)(O)(O)O.[C:41]([OH:46])(=[O:45])[C:42]([OH:44])=[O:43]>CO.CCOCC.C(O)C>[C:41]([OH:46])(=[O:45])[C:42]([OH:44])=[O:43].[C:11]([O:15][C:16](=[O:30])[C@H:17]([CH2:23][C:24]1[CH:29]=[CH:28][CH:27]=[CH:26][CH:25]=1)[NH:18][C:19](=[O:22])[CH2:20][NH:21][CH:2]1[CH2:3][C:4]2[C:9](=[CH:8][CH:7]=[CH:6][CH:5]=2)[CH2:1]1)([CH3:14])([CH3:12])[CH3:13] |f:2.3,10.11|. Procedure details: 2-Indanone (3.6 g) and glycyl-L-phenylalanine tert-butyl ester (7.3 g) are dissolved in 50 ml of methanol and 3 g of sodium cyanoborohydride is added in small portions at room temperature. Then, 0.5 ml of ethanolic solution of 7N hydrogen chloride (0.5 ml) is added dropwise and the mixture is allowed to stand at room temperature overnight. To the reaction mixture are added 50 ml of methanol and 200 ml of 10% phosphoric acid, followed by extraction with a mixture of ether (100 ml) and petroleum e... Reactants: Cl.C(C)OCC (hydrochloric acid ethyl ether), COC=1C=C(CCN(C)CCN2C3=C(OCC4=C2C=CC=C4)C=CC=C3)C=CC1 (5,11-dihydro-5-[2-[N-(3-methoxyphenethyl)-N-methylamino]ethyl]dibenzo [b,e][1,4]oxazepine). Conditions: time 1 hour. Yields the product Cl.COC=1C=C(CCN(C)CCN2C3=C(OCC4=C2C=CC=C4)C=CC=C3)C=CC1 (5,11-Dihydro-5-[2-[N-(3-methoxyphenethyl)-N-methylamino]ethyl]dibenzo [b,e][1,4]oxazepine Hydrochloride), solid. Isolated yield 73.0%. Reaction SMILES: [ClH:1].C(OCC)C.[CH3:7][O:8][C:9]1[CH:10]=[C:11]([CH:33]=[CH:34][CH:35]=1)[CH2:12][CH2:13][N:14]([CH2:16][CH2:17][N:18]1[C:24]2[CH:25]=[CH:26][CH:27]=[CH:28][C:23]=2[CH2:22][O:21][C:20]2[CH:29]=[CH:30][CH:31]=[CH:32][C:19]1=2)[CH3:15]>>[ClH:1].[CH3:7][O:8][C:9]1[CH:10]=[C:11]([CH:33]=[CH:34][CH:35]=1)[CH2:12][CH2:13][N:14]([CH2:16][CH2:17][N:18]1[C:24]2[CH:25]=[CH:26][CH:27]=[CH:28][C:23]=2[CH2:22][O:21][C:20]2[CH:29]=[CH:30][CH:31]=[CH:32][C:19]1=2)[CH3:15] |f:0.1,3.4|. Procedure: 5 ml of 2 M hydrochloric acid/ethyl ether was added to 5,11-dihydro-5-[2-[N-(3-methoxyphenethyl)-N-methylamino]ethyl]dibenzo [b,e][1,4]oxazepine (275 mg, 0.71 mmol), and they were stirred for 1 hour. The solvent was evaporated under reduced pressure to obtain the title compound in the form of a yellow solid (220 mg, 73%). The product is CN(C)CCCC(=O)Nc1n[nH]c2nnc(-c3ccccc3)cc12, Cl, Cl. RXN SMILES: [CH3:1][N:2]([CH2:3][CH2:4][CH2:5][C:6](=[O:7])[Cl:8])[CH3:9].[Cl:33][CH2:34][Cl:35].[ClH:10].[c:11]1(-[c:17]2[cH:18][c:19]3[c:20]([n:21][n:22]2)[nH:23][n:24][c:25]3[NH2:26])[cH:12][cH:13][cH:14][cH:15][cH:16]1.[cH:27]1[cH:28][cH:29][n:30][cH:31][cH:32]1>>[CH3:1][N:2]([CH2:3][CH2:4][CH2:5][C:6](=[O:7])[NH:26][c:25]1[c:19]2[cH:18][c:17](-[c:11]3[cH:12][cH:13][cH:14][cH:15][cH:16]3)[n:22][n:21][c:20]2[nH:23][n:24]1)[CH3:9].[ClH:10].[ClH:8]. Starting materials: CN(C)CCCC(=O)Cl, ClCCl, Cl, Nc1n[nH]c2nnc(-c3ccccc3)cc12, c1ccncc1. Reactants: FC1=C(C(=O)O)C=C(C=C1F)[N+](=O)[O-] (2,3-difluoro-5-nitrobenzoic acid), solution, CO (MeOH). Run in C1CCOC1 (THF), C1CCOC1 (THF), C(C)(=O)OCC (ethyl acetate). Yields the product FC1=C(C=C(C=C1F)[N+](=O)[O-])CO ((2,3-Difluoro-5-nitrophenyl)methanol). As a reaction SMILES: [F:1][C:2]1[C:10]([F:11])=[CH:9][C:8]([N+:12]([O-:14])=[O:13])=[CH:7][C:3]=1[C:4](O)=[O:5].CO>C1COCC1.C(OCC)(=O)C>[F:1][C:2]1[C:10]([F:11])=[CH:9][C:8]([N+:12]([O-:14])=[O:13])=[CH:7][C:3]=1[CH2:4][OH:5]. Reported procedure: To a stirring solution of 2,3-difluoro-5-nitrobenzoic acid (Butt Park Ltd.; 9.00 g; 44.3 mmol) in THF at 0° C. was added a 1M solution of borane-tetrahydrofuran complex in THF (177.3 mL; 177.3 mmol). The mixture was allowed to react at RT overnight. Then, MeOH was cautiously added to the stirred mixture while cooling with an ice bath. The batch was diluted with ethyl acetate and washed with aqueous sodium hydroxide solution (1N) and saturated aqueous sodium chloride solution. The organic phase w...